This data is from the Open Reaction Database (ORD), a public repository of structured organic reaction records. The task is: describe an organic reaction: reactants, conditions, products, and yield Reactants: NC=1C=C(C=CC1C)O (3-amino-4-methylphenol), C(O)([O-])=O.[Na+] (sodium hydrogen carbonate), C(#N)C1(CC1)C=1C=C(C(=O)Cl)C=CC1 (3-(1-cyanocyclopropyl)benzoyl chloride), C(O)([O-])=O.[Na+] (sodium hydrogen carbonate). The solvent is O1CCCC1 (tetrahydrofuran), O1CCCC1 (tetrahydrofuran). Reaction conditions: time 2 hour. The product is C(#N)C1(CC1)C=1C=C(C(=O)NC2=C(C=CC(=C2)O)C)C=CC1 (3-(1-cyanocyclopropyl)-N-(5-hydroxy-2-methylphenyl)benzamide). The yield is 87.0%. As a reaction SMILES: [NH2:1][C:2]1[CH:3]=[C:4]([OH:9])[CH:5]=[CH:6][C:7]=1[CH3:8].C(=O)([O-])O.[Na+].[C:15]([C:17]1([C:20]2[CH:21]=[C:22]([CH:26]=[CH:27][CH:28]=2)[C:23](Cl)=[O:24])[CH2:19][CH2:18]1)#[N:16]>O1CCCC1>[C:15]([C:17]1([C:20]2[CH:21]=[C:22]([CH:26]=[CH:27][CH:28]=2)[C:23]([NH:1][C:2]2[CH:3]=[C:4]([OH:9])[CH:5]=[CH:6][C:7]=2[CH3:8])=[O:24])[CH2:18][CH2:19]1)#[N:16] |f:1.2|. Procedure details: To a two-layer solution of 3-amino-4-methylphenol (5.92 g, 48.0 mmol) in tetrahydrofuran (40 mL )/1N aqueous sodium hydrogen carbonate solution (54 mL) was added a solution of 3-(1-cyanocyclopropyl)benzoyl chloride synthesized above in tetrahydrofuran (20 mL), and the mixture was stirred at room temperature for 2 hr. Since the pH of the reaction mixture was 4-5, sodium hydrogen carbonate (900 mg, 10.7 mmol) was added to the mixture to adjust the pH to 8-9, and the reaction mixture was further st... Reactants: CC(=O)Oc1c(C(C)(C)C)cc2c(c1C(C)(C)C)CC(C)(COc1ccc([N+](=O)[O-])cc1)O2, CC(C)C[Al+]CC(C)C, Cc1ccccc1, [Cl-], Cl, [H-], [NH4+]. The product is CC1(COc2ccc([N+](=O)[O-])cc2)Cc2c(cc(C(C)(C)C)c(O)c2C(C)(C)C)O1. As a reaction SMILES: [C:1](=[O:2])([CH3:3])[O:4][c:5]1[c:6]([C:30]([CH3:31])([CH3:32])[CH3:33])[cH:7][c:8]2[c:9]([c:25]1[C:26]([CH3:27])([CH3:28])[CH3:29])[CH2:10][C:11]([CH2:13][O:14][c:15]1[cH:16][cH:17][c:18]([N+:21](=[O:22])[O-:23])[cH:19][cH:20]1)([CH3:24])[O:12]2.[CH2:35]([Al+:36][CH2:37][CH:38]([CH3:39])[CH3:40])[CH:41]([CH3:42])[CH3:43].[CH3:47][c:48]1[cH:49][cH:50][cH:51][cH:52][cH:53]1.[Cl-:44].[ClH:46].[H-:34].[NH4+:45]>>[OH:4][c:5]1[c:6]([C:30]([CH3:31])([CH3:32])[CH3:33])[cH:7][c:8]2[c:9]([c:25]1[C:26]([CH3:27])([CH3:28])[CH3:29])[CH2:10][C:11]([CH2:13][O:14][c:15]1[cH:16][cH:17][c:18]([N+:21](=[O:22])[O-:23])[cH:19][cH:20]1)([CH3:24])[O:12]2. The reactants are C([O-])(O)=O.[Na+] (sodium bicarbonate), FC1=CC=C(C=C1)C1=NN2C(N=NC=C2)=C1C1=CC(=NC=C1)F (7-(4-fluorophenyl)-8-(2-fluoropyridin-4-yl)pyrazolo[5,1-c][1,2,4]triazine), O (water), S(O)(O)(=O)=O (sulfuric acid). Run in CO (methanol). The product is FC1=CC=C(C=C1)C1=NN2C(N=NC=C2)=C1C1=CC(=NC=C1)OC (7-(4-fluorophenyl)-8-(2-methoxypyridin-4-yl)pyrazolo[5,1-c][1,2,4]triazine). As a reaction SMILES: [F:1][C:2]1[CH:7]=[CH:6][C:5]([C:8]2[C:16]([C:17]3[CH:22]=[CH:21][N:20]=[C:19](F)[CH:18]=3)=[C:11]3[N:12]=[N:13][CH:14]=[CH:15][N:10]3[N:9]=2)=[CH:4][CH:3]=1.S(=O)(=O)(O)O.O.[C:30](=O)(O)[O-:31].[Na+]>CO>[F:1][C:2]1[CH:7]=[CH:6][C:5]([C:8]2[C:16]([C:17]3[CH:22]=[CH:21][N:20]=[C:19]([O:31][CH3:30])[CH:18]=3)=[C:11]3[N:12]=[N:13][CH:14]=[CH:15][N:10]3[N:9]=2)=[CH:4][CH:3]=1 |f:3.4|. Procedure details: To a suspension of 7-(4-fluorophenyl)-8-(2-fluoropyridin-4-yl)pyrazolo[5,1-c][1,2,4]triazine (350 mg) in methanol (2 ml) was added conc. sulfuric acid (0.32 ml) dropwise. The mixture was refluxed for 1 hour, cooled and poured into cold water. The aqueous solution was neutralized with an aqueous saturated sodium bicarbonate solution and the separated oil was extracted with dichloromethane. The extract was washed with brine, dried and concentrated in vacuo. The residue was purified by column chrom... Reactants: ClC=1C=C(C=NC1Cl)N1C[C@@H]2CN[C@@H]2C1 ((1S,5S)-3-(5,6-Dichloropyridin-3-yl)-3,6-diaza-bicyclo[3.2.0]heptane), C(C)(=O)O (acetic acid), N (NH3), O (water). Solvent: C1CCOC1 (THF), C1CCOC1 (THF). Run at time 6 hour. The product is C(C)(=O)O.ClC=1C=C(C=NC1Cl)N1C[C@@H]2CN[C@@H]2C1 ((1S,5S)-3-(5,6-Dichloro-pyridin-3-yl)-3,6-diaza-bicyclo[3.2.0]heptane acetate). RXN SMILES: [Cl:1][C:2]1[CH:3]=[C:4]([N:9]2[CH2:15][C@@H:14]3[C@@H:11]([CH2:12][NH:13]3)[CH2:10]2)[CH:5]=[N:6][C:7]=1[Cl:8].[C:16]([OH:19])(=[O:18])[CH3:17].O.N>C1COCC1>[C:16]([OH:19])(=[O:18])[CH3:17].[Cl:1][C:2]1[CH:3]=[C:4]([N:9]2[CH2:15][C@@H:14]3[C@@H:11]([CH2:12][NH:13]3)[CH2:10]2)[CH:5]=[N:6][C:7]=1[Cl:8] |f:5.6|. Reported procedure: Under N2, to a solution of the product of Example 5J (122 mg, 0.5 mmol) in THF (anhydrous, 5 mL) was slowly added the solution of acetic acid (36 uL, 0.6 mmol) in THF (0.6 mL). The mixture was then stirred at ambient temperature for 6 h. White solid started to precipitate. The solid was then filtered and dried (110 mg, yield, 72%). M.p. 160-164° C. Solubility: 13.4 mg/mL (water). 1H NMR (CD3OD, 300 MHZ) δ 1.91 (s, 3H), 3.08 (dd, J=10.5, 6.4 Hz, 1H), 3.13 (dd, J=12.2, 4.8 Hz, 1H), 3.43-3.52 (m, 1... Reactants: c1, C1=CC=CC1 (cyclopentadiene), CC(C)(C)[O-].[K+] (potassium tert-butylate), C(C(C)(C)C)(=O)Cl (pivaloyl chloride), C(C=C)Cl (allyl chloride). Run at time 19 hour. The product is CC(C(CCC=O)=O)(C)C (5,5-Dimethyl-4-oxocaproaldehyde), C(C)(C)(C)C1=C2C=CCC2=CC=C1 (4-tert-Butylindene). Yield: 10.0%. RXN SMILES: [C:1](Cl)(=[O:6])[C:2]([CH3:5])([CH3:4])[CH3:3].[CH2:8](Cl)[CH:9]=[CH2:10].[CH:12]1[CH2:16][CH:15]=[CH:14][CH:13]=1.[CH3:17][C:18]([O-:21])(C)[CH3:19].[K+]>>[CH3:3][C:2]([CH3:5])([CH3:4])[C:1](=[O:6])[CH2:10][CH2:9][CH:8]=[O:21].[C:2]([C:1]1[CH:19]=[CH:18][CH:17]=[C:12]2[C:13]=1[CH:14]=[CH:15][CH2:16]2)([CH3:5])([CH3:4])[CH3:3] |f:3.4|. Procedure details: 5,5-Dimethyl-4-oxocaproaldehyde cl was prepared analogously to al by reaction of pivaloyl chloride and allyl chloride (see I.1.). 41 g (195 mmol) of c1 were reacted with cyclopentadiene and potassium tert-butylate and the mixture was worked up, analogously to instructions I.1. The reaction time was 19 hours at room temperature. Column chromatography gave 3.2 g (10%) of indene c2 as a yellow oil (2 double bond isomers). Reactants: BrCCOC1CCCCO1, CN(C)C=O, CCOC(C)=O, Oc1cnc(F)cc1I, [H-], [Na+], O. Product: Fc1cc(I)c(OCCOC2CCCCO2)cn1. Reaction SMILES: [Br:12][CH2:13][CH2:14][O:15][CH:16]1[O:17][CH2:18][CH2:19][CH2:20][CH2:21]1.[CH3:22][N:23]([CH3:24])[CH:25]=[O:26].[CH3:27][CH2:28][O:29][C:30](=[O:31])[CH3:32].[F:1][c:2]1[cH:3][c:4]([I:9])[c:5]([OH:8])[cH:6][n:7]1.[H-:10].[Na+:11].[OH2:33]>>[F:1][c:2]1[cH:3][c:4]([I:9])[c:5]([O:8][CH2:13][CH2:14][O:15][CH:16]2[O:17][CH2:18][CH2:19][CH2:20][CH2:21]2)[cH:6][n:7]1. Starting materials: COc1ccc(-c2ccc(N)c(Br)c2)cn1, O=C([O-])[O-], CC1(C)CC=C(B(O)O)CC1, [Na+], [Na+], c1ccc(P(c2ccccc2)(c2ccccc2)[Pd](P(c2ccccc2)(c2ccccc2)c2ccccc2)(P(c2ccccc2)(c2ccccc2)c2ccccc2)P(c2ccccc2)(c2ccccc2)c2ccccc2)cc1. Yields the product COc1ccc(-c2ccc(N)c(C3=CCC(C)(C)CC3)c2)cn1. RXN SMILES: [Br:1][c:2]1[c:3]([NH2:16])[cH:4][cH:5][c:6](-[c:8]2[cH:9][n:10][c:11]([O:14][CH3:15])[cH:12][cH:13]2)[cH:7]1.[C:28](=[O:29])([O-:30])[O-:31].[CH3:17][C:18]1([CH3:27])[CH2:19][CH:20]=[C:21]([B:24]([OH:25])[OH:26])[CH2:22][CH2:23]1.[Na+:32].[Na+:33].[cH:34]1[cH:35][cH:36][c:37]([P:38]([Pd:39]([P:40]([c:41]2[cH:42][cH:43][cH:44][cH:45][cH:46]2)([c:47]2[cH:48][cH:49][cH:50][cH:51][cH:52]2)[c:53]2[cH:54][cH:55][cH:56][cH:57][cH:58]2)([P:59]([c:60]2[cH:61][cH:62][cH:63][cH:64][cH:65]2)([c:66]2[cH:67][cH:68][cH:69][cH:70][cH:71]2)[c:72]2[cH:73][cH:74][cH:75][cH:76][cH:77]2)[P:78]([c:79]2[cH:80][cH:81][cH:82][cH:83][cH:84]2)([c:85]2[cH:86][cH:87][cH:88][cH:89][cH:90]2)[c:91]2[cH:92][cH:93][cH:94][cH:95][cH:96]2)([c:97]2[cH:98][cH:99][cH:100][cH:101][cH:102]2)[c:103]2[cH:104][cH:105][cH:106][cH:107][cH:108]2)[cH:109][cH:110]1>>[c:2]1([C:21]2=[CH:20][CH2:19][C:18]([CH3:17])([CH3:27])[CH2:23][CH2:22]2)[c:3]([NH2:16])[cH:4][cH:5][c:6](-[c:8]2[cH:9][n:10][c:11]([O:14][CH3:15])[cH:12][cH:13]2)[cH:7]1. The reactants are B, CSC, COC(=O)CC(C)CC(=O)O, C1CCOC1, O. Yields the product COC(=O)CC(C)CCO. Reaction SMILES: [BH3:15].[CH3:12][S:13][CH3:14].[CH3:1][O:2][C:3]([CH2:4][CH:5]([CH2:6][C:7](=[O:8])[OH:9])[CH3:10])=[O:11].[O:17]1[CH2:18][CH2:19][CH2:20][CH2:21]1.[OH2:16]>>[CH3:1][O:2][C:3]([CH2:4][CH:5]([CH2:6][CH2:7][OH:8])[CH3:10])=[O:11]. Reactants: CCO, Cl, NOCc1ccc([N+](=O)[O-])cc1, COc1ccc(C(C)=O)cc1O, c1ccncc1. Product: COc1ccc(C(C)=NOCc2ccc([N+](=O)[O-])cc2)cc1O. Reaction SMILES: [CH3:32][CH2:33][OH:34].[ClH:13].[N+:14](=[O:15])([O-:16])[c:17]1[cH:18][cH:19][c:20]([CH2:21][O:22][NH2:23])[cH:24][cH:25]1.[OH:1][c:2]1[cH:3][c:4]([C:10]([CH3:11])=[O:12])[cH:5][cH:6][c:7]1[O:8][CH3:9].[cH:26]1[cH:27][cH:28][n:29][cH:30][cH:31]1>>[OH:1][c:2]1[cH:3][c:4]([C:10]([CH3:11])=[N:23][O:22][CH2:21][c:20]2[cH:19][cH:18][c:17]([N+:14](=[O:15])[O-:16])[cH:25][cH:24]2)[cH:5][cH:6][c:7]1[O:8][CH3:9]. Starting materials: CCCCC(C=O)NC(=O)OC(C)(C)C, CC1=CN=C(C=C1)N, [C-]#[N+]C1CCCCC1. The reagents and catalysts are O=C(O)C(F)(F)F (trifluoroacetic acid). The solvent is CC(C)O (isopropyl alcohol), CC(C)O (isopropylalcohol). Reaction conditions: temperature 22 celsius, time 20 hour. The product is CCCCC(c1c(NC2CCCCC2)n2cc(C)ccc2n1)NC(=O)OC(C)(C)C. Isolated yield 0.0%. RXN SMILES: CC1=CC=C(N)N=C1.[C-]#[N+]C1CCCCC1.CCCCC(NC(=O)OC(C)(C)C)C=O>>CCCCC(NC(=O)OC(C)(C)C)C1=C(NC2CCCCC2)N2C=C(C)C=CC2=N1.